Dataset: the Open Reaction Database (ORD), a public repository of structured organic reaction records. Task: describe an organic reaction: reactants, conditions, products, and yield The reactants are CCOC(C)=O, CC(Nc1cc(-c2nc(N3CC4CC3CN4C(=O)OC(C)(C)C)n3cnnc3c2-c2cccc(C(F)(F)F)c2)ccn1)c1ccccc1. Product: CC(Nc1cc(-c2nc(N3CC4CC3CN4)n3cnnc3c2-c2cccc(C(F)(F)F)c2)ccn1)c1ccccc1. RXN SMILES: [CH3:49][CH2:50][O:51][C:52](=[O:53])[CH3:54].[c:1]1([CH:7]([CH3:8])[NH:9][c:10]2[n:11][cH:12][cH:13][c:14](-[c:16]3[c:17](-[c:39]4[cH:40][c:41]([C:45]([F:46])([F:47])[F:48])[cH:42][cH:43][cH:44]4)[c:18]4[n:19]([c:20]([N:22]5[CH:23]6[CH2:24][N:25]([C:29]([O:30][C:31]([CH3:32])([CH3:33])[CH3:34])=[O:35])[CH:26]([CH2:27]5)[CH2:28]6)[n:21]3)[cH:36][n:37][n:38]4)[cH:15]2)[cH:2][cH:3][cH:4][cH:5][cH:6]1>>[c:1]1([CH:7]([CH3:8])[NH:9][c:10]2[n:11][cH:12][cH:13][c:14](-[c:16]3[c:17](-[c:39]4[cH:40][c:41]([C:45]([F:46])([F:47])[F:48])[cH:42][cH:43][cH:44]4)[c:18]4[n:19]([c:20]([N:22]5[CH:23]6[CH2:24][NH:25][CH:26]([CH2:27]5)[CH2:28]6)[n:21]3)[cH:36][n:37][n:38]4)[cH:15]2)[cH:2][cH:3][cH:4][cH:5][cH:6]1. Reactants: NC=1C(=NC(=CC1)Br)C(=O)OC (methyl 3-amino-6-bromopicolinate), [Br-].C1(CCCCC1)[Zn+] (cyclohexyl zincbromide), C1CCOC1 (THF). The reagents and catalysts are [Pd].C1(=CC=CC=C1)P(C1=CC=CC=C1)C1=CC=CC=C1.C1(=CC=CC=C1)P(C1=CC=CC=C1)C1=CC=CC=C1.C1(=CC=CC=C1)P(C1=CC=CC=C1)C1=CC=CC=C1.C1(=CC=CC=C1)P(C1=CC=CC=C1)C1=CC=CC=C1 (tetrakis(triphenylphosphine)-palladium(0)). Product: NC=1C(=NC(=CC1)C1CCCCC1)C(=O)OC (methyl 3-amino-6-cyclohexylpicolinate). Isolated yield 98.0%. As a reaction SMILES: [NH2:1][C:2]1[C:3]([C:9]([O:11][CH3:12])=[O:10])=[N:4][C:5](Br)=[CH:6][CH:7]=1.[Br-].[CH:14]1([Zn+])[CH2:19][CH2:18][CH2:17][CH2:16][CH2:15]1.C1COCC1>[Pd].C1(P(C2C=CC=CC=2)C2C=CC=CC=2)C=CC=CC=1.C1(P(C2C=CC=CC=2)C2C=CC=CC=2)C=CC=CC=1.C1(P(C2C=CC=CC=2)C2C=CC=CC=2)C=CC=CC=1.C1(P(C2C=CC=CC=2)C2C=CC=CC=2)C=CC=CC=1>[NH2:1][C:2]1[C:3]([C:9]([O:11][CH3:12])=[O:10])=[N:4][C:5]([CH:14]2[CH2:19][CH2:18][CH2:17][CH2:16][CH2:15]2)=[CH:6][CH:7]=1 |f:1.2,4.5.6.7.8|. Procedure details: A solution of methyl 3-amino-6-bromopicolinate (1.0 equiv.), cyclohexyl zincbromide 0.5 M solution in THF (1.5 equiv.), and tetrakis(triphenylphosphine)-palladium(0) (0.05 equiv.) was stirred at 50° C. for 15 minutes. The reaction was filtered and washed with EtOAc. The organic was washed with H2O (100 mL), NaCl(sat.) (50 mL), dried over MgSO4, and the volatiles were removed in vacuo. The product was purified on silica utilizing the Isco 0-65% gradient of hexane/EtOAc to yield methyl 3-amino-6-c... The reactants are CCCCCCC(C(C)=O)C(=O)O, CCCCCCC(C(C)=O)C(=O)OC, CN1CCOCC1, CCN=C=NCCCN(C)C, ClCCl, Cl, COc1ccc(Cc2nnc(C(C)N)c(=O)[nH]2)cc1, On1nnc2ccccc21. The product is CCCCCCC(C(C)=O)C(=O)NC(C)c1nnc(Cc2ccc(OC)cc2)[nH]c1=O. As a reaction SMILES: [C:15]([CH:16]([CH2:17][CH2:18][CH2:19][CH2:20][CH2:21][CH3:22])[C:23]([OH:24])=[O:25])(=[O:26])[CH3:27].[C:1]([CH3:2])(=[O:3])[CH:4]([C:5]([O:7][CH3:6])=[O:8])[CH2:9][CH2:10][CH2:11][CH2:12][CH2:13][CH3:14].[CH3:38][N:39]1[CH2:40][CH2:41][O:42][CH2:43][CH2:44]1.[CH3:46][N:47]([CH3:48])[CH2:49][CH2:50][CH2:51][N:52]=[C:53]=[N:54][CH2:55][CH3:56].[Cl:76][CH2:77][Cl:78].[ClH:45].[NH2:57][CH:58]([CH3:59])[c:60]1[c:61](=[O:75])[nH:62][c:63]([CH2:66][c:67]2[cH:68][cH:69][c:70]([O:73][CH3:74])[cH:71][cH:72]2)[n:64][n:65]1.[OH:28][n:29]1[c:30]2[cH:31][cH:32][cH:33][cH:34][c:35]2[n:36][n:37]1>>[C:1]([CH3:2])(=[O:3])[CH:4]([C:5](=[O:7])[NH:57][CH:58]([CH3:59])[c:60]1[c:61](=[O:75])[nH:62][c:63]([CH2:66][c:67]2[cH:68][cH:69][c:70]([O:73][CH3:74])[cH:71][cH:72]2)[n:64][n:65]1)[CH2:9][CH2:10][CH2:11][CH2:12][CH2:13][CH3:14]. The reactants are Tetra-n-butylammonium difluorotriphenylsilicate, FC(F)(F)[Si](C)(C)C ((trifluoromethyl)trimethylsilane), C(C)(C)C=1C=C(\C=N\[S@@](=O)C(C)(C)C)C=CC1 ((S,E)-N-(3-isopropylbenzylidene)-2-methylpropane-2-sulfinamide). Solvent: C1CCOC1 (THF). Conditions: time 2 hour. Product: CC(C)(C)[S@](=O)N[C@@H](C(F)(F)F)C1=CC(=CC=C1)C(C)C ((S)-2-methyl-N-((R)-2,2,2-trifluoro-1-(3-isopropylphenyl)ethyl)propane-2-sulfinamide). As a reaction SMILES: [F:1][C:2]([Si](C)(C)C)([F:4])[F:3].[CH:9]([C:12]1[CH:13]=[C:14]([CH:23]=[CH:24][CH:25]=1)/[CH:15]=[N:16]/[S@:17]([C:19]([CH3:22])([CH3:21])[CH3:20])=[O:18])([CH3:11])[CH3:10]>C1COCC1>[CH3:22][C:19]([S@@:17]([NH:16][C@H:15]([C:14]1[CH:23]=[CH:24][CH:25]=[C:12]([CH:9]([CH3:11])[CH3:10])[CH:13]=1)[C:2]([F:4])([F:3])[F:1])=[O:18])([CH3:20])[CH3:21]. Reported procedure: Tetra-n-butylammonium difluorotriphenylsilicate (TBAT) (1.19 g, 2.13 mmol) and (trifluoromethyl)trimethylsilane (TMS-CF3) (0.371 mL, 2.33 mmol) was added to a solution of (S,E)-N-(3-isopropylbenzylidene)-2-methylpropane-2-sulfinamide (0.487 g, 1.937 mmol) in anhydrous THF (16 mL) at −20° C. under argon. The reaction was allowed to proceed for ˜2 h where the starting material appeared to have been consumed as determined by analytical-HPLC. A saturated solution of NH4Cl (20 mL) was added to quench... Reactants: FC=1C=C(C=CC1OCC1=C(C=C(C=C1C)C)C)CCC(=O)OCC (ethyl 3-fluoro-4-[(2,4,6-trimethylphenyl)methoxy]benzenepropanoate), [OH-].[Na+] (sodium hydroxide), Cl (hydrochloric acid). The solvent is C(C)O (ethanol). Product: C(C)(=O)OCC.CCCCCC (ethyl acetate hexane). Isolated yield 99.1%. Reaction SMILES: F[C:2]1[CH:3]=[C:4](C[CH2:20][C:21]([O:23][CH2:24][CH3:25])=[O:22])[CH:5]=[CH:6][C:7]=1OCC1C(C)=CC(C)=CC=1C.[OH-].[Na+].Cl>C(O)C>[C:21]([O:23][CH2:24][CH3:25])(=[O:22])[CH3:20].[CH3:4][CH2:3][CH2:2][CH2:7][CH2:6][CH3:5] |f:1.2,5.6|. Reported procedure: A mixture of ethyl 3-fluoro-4-[(2,4,6-trimethylphenyl)methoxy]benzenepropanoate (363 mg, 1.1 mmol), a 2 N aqueous sodium hydroxide solution (1.5 mL) and ethanol (5 mL) was stirred at 60° C. for 1.5 hours. The reaction solution was ice-cooled and acidified with 1 N hydrochloric acid, and then the solvent was distilled off under reduced pressure. The residue was dissolved in methylene chloride, and the mixture was washed with water and saturated brine and dried over magnesium sulfate. Then, the so... Starting materials: O1CCN(CC1)C1=CC(=C(C=C1)NC(=O)C=1C=C(CSCCC(=O)O)C=CC1)C1=NC=CC(=C1)C(NCC1=CC(=CC=C1)C(F)(F)F)=O (3-((3-((4-morpholino-2-(4-((3-(trifluoromethyl)benzyl)carbamoyl)pyridin-2-yl)phenyl)carbamoyl)benzyl)thio)propanoic acid), C1NCC2C1CCC2 (octahydrocyclopenta[c]pyrrole). The product is C1N(CC2C1CCC2)C2=CC(=C(C=C2)NC(=O)C=2C=C(CSCCC(=O)O)C=CC2)C2=NC=CC(=C2)C(NCC2=CC(=CC=C2)C(F)(F)F)=O (3-((3-((4-(Hexahydrocyclopenta[c]pyrrol-2(1H)-yl)-2-(4-((3-(trifluoromethyl)-benzyl)carbamoyl)pyridin-2-yl)phenyl)carbamoyl)benzyl)thio)propanoic acid). Reaction SMILES: O1[CH2:6][CH2:5][N:4]([C:7]2[CH:12]=[CH:11][C:10]([NH:13][C:14]([C:16]3[CH:17]=[C:18]([CH:26]=[CH:27][CH:28]=3)[CH2:19][S:20][CH2:21][CH2:22][C:23]([OH:25])=[O:24])=[O:15])=[C:9]([C:29]3[CH:34]=[C:33]([C:35](=[O:48])[NH:36][CH2:37][C:38]4[CH:43]=[CH:42][CH:41]=[C:40]([C:44]([F:47])([F:46])[F:45])[CH:39]=4)[CH:32]=[CH:31][N:30]=3)[CH:8]=2)[CH2:3][CH2:2]1.C1[CH:53]2CCC[CH:52]2[CH2:51]N1>>[CH2:3]1[CH:2]2[CH2:51][CH2:52][CH2:53][CH:6]2[CH2:5][N:4]1[C:7]1[CH:12]=[CH:11][C:10]([NH:13][C:14]([C:16]2[CH:17]=[C:18]([CH:26]=[CH:27][CH:28]=2)[CH2:19][S:20][CH2:21][CH2:22][C:23]([OH:25])=[O:24])=[O:15])=[C:9]([C:29]2[CH:34]=[C:33]([C:35](=[O:48])[NH:36][CH2:37][C:38]3[CH:43]=[CH:42][CH:41]=[C:40]([C:44]([F:45])([F:46])[F:47])[CH:39]=3)[CH:32]=[CH:31][N:30]=2)[CH:8]=1. Procedure: This compound was prepared according to the procedure described for the synthesis of 3-((3-((4-morpholino-2-(4-((3-(trifluoromethyl)benzyl)carbamoyl)pyridin-2-yl)phenyl)-carbamoyl)benzyl)thio)propanoic acid 14, using octahydrocyclopenta[c]pyrrole in place of morpholine. 1H-NMR (300 MHz, DMSO-d6+D2O, ppm): δ 9.54 (s, 1H), 8.92 (d, J=3 Hz, 1H), 8.25 (s, 1H), 8.11 (d, J=9 Hz, 1H), 7.73 (m, 2H), 7.58 (m, 2H), 7.49 (m, 2H), 7.45 (m, 2H), 7.02 (s, 1H), 6.80 (d, J=9 Hz, 1H), 4.60 (s, 2H), 3.84 (s, 2H),... The reactants are crude product, [BH4-].[K+] (potassium borohydride), OC1(N(C(SC1)=S)C1=NC=CC=C1)C1=CC=CC=C1 (4-hydroxy-4-phenyl-3-(pyrid-2-yl)-thiazolidine-2-thione). Run in C1CCCCC1 (cyclohexane), C(C)(=O)OCC (ethyl acetate), O (water), CO (methanol). Conditions: time 30 minute. Product: N1=C(C=CC=C1)NC(SCC(C1=CC=CC=C1)O)=S (2-Hydroxy-2-phenylethyl pyrid-2-yldithiocarbamate). The yield is 64.3%. As a reaction SMILES: [OH:1][C:2]1([C:14]2[CH:19]=[CH:18][CH:17]=[CH:16][CH:15]=2)[CH2:6][S:5][C:4](=[S:7])[N:3]1[C:8]1[CH:13]=[CH:12][CH:11]=[CH:10][N:9]=1.[BH4-].[K+]>CO.O.C1CCCCC1.C(OCC)(=O)C>[N:9]1[CH:10]=[CH:11][CH:12]=[CH:13][C:8]=1[NH:3][C:4](=[S:7])[S:5][CH2:6][CH:2]([OH:1])[C:14]1[CH:15]=[CH:16][CH:17]=[CH:18][CH:19]=1 |f:1.2|. Reported procedure: The procedure of Example 3 is followed, but a suspension of 4-hydroxy-4-phenyl-3-(pyrid-2-yl)-thiazolidine-2-thione (23.0 g) in methanol (240 cc) and a solution of potassium borohydride (4.3 g) in distilled water (60 cc) are used as the starting materials at a maximum of 35° C. The reaction is allowed to proceed for 30 minutes at 25°-35° C. The crude product (26.1 g) is dissolved in a mixture of cyclohexane (200 cc) and ethyl acetate (50 cc). The solution is chromatographed on silica (0.2-0.5 mm... Reactants: Nc1cccc(Br)c1, O=C(n1ccnc1)n1ccnc1, O=C1OC(=O)C2CC12, ClCCl. Product: O=C1C2CC2C(=O)N1c1cccc(Br)c1. RXN SMILES: [Br:1][c:2]1[cH:3][c:4]([NH2:8])[cH:5][cH:6][cH:7]1.[C:17]([n:18]1[cH:19][cH:20][n:21][cH:22]1)([n:23]1[cH:24][cH:25][n:26][cH:27]1)=[O:28].[CH:9]12[C:10](=[O:16])[O:11][C:12](=[O:15])[CH:13]1[CH2:14]2.[Cl:29][CH2:30][Cl:31]>>[Br:1][c:2]1[cH:3][c:4]([N:8]2[C:10](=[O:11])[CH:9]3[CH:13]([C:12]2=[O:15])[CH2:14]3)[cH:5][cH:6][cH:7]1. The reactants are O (water), CC1NC(CC1)C (2,5-Dimethylpyrrolidine), ClC1=CC=CC(=N1)OC1=CC=C(C=C1)N=C=S (4-((6-chloro-2-pyridinyl)oxy)phenyl isothiocyanate), N1=CC=CC=C1 (pyridine). Run at time 16 hour. Product: ClC1=CC=CC(=N1)OC1=CC=C(C=C1)NC(=O)N1C(CCC1C)C (N-(4-((6-chloro-2-pyridinyl)oxy)phenyl)-2,5-dimethyl-1-pyrrolidine carboxamide). As a reaction SMILES: [CH3:1][CH:2]1[CH2:6][CH2:5][CH:4]([CH3:7])[NH:3]1.[Cl:8][C:9]1[N:14]=[C:13]([O:15][C:16]2[CH:21]=[CH:20][C:19]([N:22]=[C:23]=S)=[CH:18][CH:17]=2)[CH:12]=[CH:11][CH:10]=1.N1C=CC=CC=1.[OH2:31]>>[Cl:8][C:9]1[N:14]=[C:13]([O:15][C:16]2[CH:21]=[CH:20][C:19]([NH:22][C:23]([N:3]3[CH:4]([CH3:7])[CH2:5][CH2:6][CH:2]3[CH3:1])=[O:31])=[CH:18][CH:17]=2)[CH:12]=[CH:11][CH:10]=1. Procedure details: 2,5-Dimethylpyrrolidine (2.5 grams; 0.0284 mole) was added at ambient temperature to a solution of 4-((6-chloro-2-pyridinyl)oxy)phenyl isothiocyanate, prepared as in Example 7 (7.0 grams; 0.0284 moles) in 25 ml. of dry pyridine. The resulting reaction mixture was allowed to stand at ambient temperatures for a period of about 16 hours and then poured into 300 ml. of cold water. The resulting product precipitate was recovered by filtration, washed with water and taken up in boiling benzene. Hexane...